This data is from the Open Reaction Database (ORD), a public repository of structured organic reaction records. The task is: describe an organic reaction: reactants, conditions, products, and yield The reactants are CCOc1cnc(N[N+](=O)[O-])[nH]c1=O, NCCCOc1cccc(CN2CCCCC2)c1, c1ccncc1. Yields the product CCOc1cnc(NCCCOc2cccc(CN3CCCCC3)c2)[nH]c1=O. As a reaction SMILES: [N+:19]([NH:20][c:23]1[n:24][cH:25][c:26]([O:30][CH2:31][CH3:32])[c:27](=[O:29])[nH:28]1)([O-:21])=[O:22].[N:1]1([CH2:7][c:8]2[cH:9][c:10]([O:11][CH2:12][CH2:13][CH2:14][NH2:15])[cH:16][cH:17][cH:18]2)[CH2:2][CH2:3][CH2:4][CH2:5][CH2:6]1.[cH:33]1[cH:34][cH:35][n:36][cH:37][cH:38]1>>[N:1]1([CH2:7][c:8]2[cH:9][c:10]([O:11][CH2:12][CH2:13][CH2:14][NH:15][c:23]3[n:24][cH:25][c:26]([O:30][CH2:31][CH3:32])[c:27](=[O:29])[nH:28]3)[cH:16][cH:17][cH:18]2)[CH2:2][CH2:3][CH2:4][CH2:5][CH2:6]1.